Dataset: the Open Reaction Database (ORD), a public repository of structured organic reaction records. Task: describe an organic reaction: reactants, conditions, products, and yield Starting materials: OCCCNC(CCCCCCCCCCC)=O (N-(3-Hydroxypropyl)dodecanamide), CC1(OCC(C(O1)C(=O)NCCC(=O)O)(C)C)C (3-[N-(2,2,5,5-tetramethyl-1,3-dioxane-4-carbonyl)amino]propionic acid). The product is CC1(OCC(C(O1)C(=O)NCCC(=O)OCCCNC(CCCCCCCCCCC)=O)(C)C)C (3-(N-Dodecanoylamino)propyl 3-[N-(2,2,5,5-tetramethyl-1,3-dioxane-4-carbonyl)amino]propionate). Isolated yield 64.1%. RXN SMILES: [OH:1][CH2:2][CH2:3][CH2:4][NH:5][C:6](=[O:18])[CH2:7][CH2:8][CH2:9][CH2:10][CH2:11][CH2:12][CH2:13][CH2:14][CH2:15][CH2:16][CH3:17].[CH3:19][C:20]1([CH3:36])[O:25][CH:24]([C:26]([NH:28][CH2:29][CH2:30][C:31](O)=[O:32])=[O:27])[C:23]([CH3:35])([CH3:34])[CH2:22][O:21]1>>[CH3:19][C:20]1([CH3:36])[O:25][CH:24]([C:26]([NH:28][CH2:29][CH2:30][C:31]([O:1][CH2:2][CH2:3][CH2:4][NH:5][C:6](=[O:18])[CH2:7][CH2:8][CH2:9][CH2:10][CH2:11][CH2:12][CH2:13][CH2:14][CH2:15][CH2:16][CH3:17])=[O:32])=[O:27])[C:23]([CH3:35])([CH3:34])[CH2:22][O:21]1. Reported procedure: N-(3-Hydroxypropyl)dodecanamide (2.57 g) and 2.59 g of 3-[N-(2,2,5,5-tetramethyl-1,3-dioxane-4-carbonyl)amino]propionic acid were reacted in the same manner as in Example 15 to obtain 3.19 g of the title compound (yield: 64%) The reactants are CC(OC(=O)c1ccccc1)P(=O)(O)OC(CCCCNC(=O)OCc1ccccc1)C(=O)N1CCCC1C(=O)O, ClCCl, CN(C)C, CO, CC(C)=O, CC(=O)O, NCCCCC(O)C(=O)O. The product is CC(OC(=O)c1ccccc1)P(=O)(O)OC(CCCCN)C(=O)N1CCCC1C(=O)O. As a reaction SMILES: [C:15]([c:16]1[cH:17][cH:18][cH:19][cH:20][cH:21]1)(=[O:22])[O:23][CH:24]([CH3:25])[P:26](=[O:27])([O:28][CH:29]([C:30](=[O:31])[N:32]1[CH:33]([C:34](=[O:35])[OH:36])[CH2:37][CH2:38][CH2:39]1)[CH2:40][CH2:41][CH2:42][CH2:43][NH:44][C:45]([O:46][CH2:47][c:48]1[cH:49][cH:50][cH:51][cH:52][cH:53]1)=[O:54])[OH:55].[CH2:62]([Cl:63])[Cl:64].[CH3:11][N:12]([CH3:13])[CH3:14].[CH3:56][OH:57].[CH3:58][C:59](=[O:60])[CH3:61].[CH3:65][C:66](=[O:67])[OH:68].[NH2:1][CH2:2][CH2:3][CH2:4][CH2:5][CH:6]([OH:7])[C:8]([OH:9])=[O:10]>>[C:15]([c:16]1[cH:17][cH:18][cH:19][cH:20][cH:21]1)(=[O:22])[O:23][CH:24]([CH3:25])[P:26](=[O:27])([O:28][CH:29]([C:30](=[O:31])[N:32]1[CH:33]([C:34](=[O:35])[OH:36])[CH2:37][CH2:38][CH2:39]1)[CH2:40][CH2:41][CH2:42][CH2:43][NH2:44])[OH:55].